From a dataset of the Open Reaction Database (ORD), a public repository of structured organic reaction records. describe an organic reaction: reactants, conditions, products, and yield Reactants: BrC1=CC=C(C=C1)S(=O)(=O)N[C@H](C(=O)O)CC1=CC=CC=C1 ((S)-2-(4-bromobenzenesulfonylamino)-3-phenylpropanoic acid), C1(CCCCC1)N=C=NC1CCCCC1 (N,N'-dicyclohexylcarbodiimide), NC=1C=C(C(=O)OCC)C=CC1 (ethyl 3-aminobenzoate). The solvent is ClCCl (dichloromethane). The product is BrC1=CC=C(C=C1)S(=O)(=O)N[C@H](C(=O)NC1=CC(=CC=C1)C(=O)OCC)CC1=CC=CC=C1 ((S)-2-(4-bromobenzenesulfonylamino)-N-(3-ethoxycarbonylphenyl)-3-phenylpropanamide). As a reaction SMILES: [Br:1][C:2]1[CH:7]=[CH:6][C:5]([S:8]([NH:11][C@@H:12]([CH2:16][C:17]2[CH:22]=[CH:21][CH:20]=[CH:19][CH:18]=2)[C:13](O)=[O:14])(=[O:10])=[O:9])=[CH:4][CH:3]=1.[NH2:23][C:24]1[CH:25]=[C:26]([CH:32]=[CH:33][CH:34]=1)[C:27]([O:29][CH2:30][CH3:31])=[O:28].C1(N=C=NC2CCCCC2)CCCCC1>ClCCl>[Br:1][C:2]1[CH:7]=[CH:6][C:5]([S:8]([NH:11][C@@H:12]([CH2:16][C:17]2[CH:18]=[CH:19][CH:20]=[CH:21][CH:22]=2)[C:13]([NH:23][C:24]2[CH:34]=[CH:33][CH:32]=[C:26]([C:27]([O:29][CH2:30][CH3:31])=[O:28])[CH:25]=2)=[O:14])(=[O:9])=[O:10])=[CH:4][CH:3]=1. Reported procedure: The procedure described in Example 180 was repeated, except that (S)-2-(4-bromobenzenesulfonylamino)-3-phenylpropanoic acid (2 g) and ethyl 3-aminobenzoate were condensed in dichloromethane (100 ml) in the presence of N,N'-dicyclohexylcarbodiimide (1.29 g). The reaction mixture was filtered, and the filtrate was concentrated. The resulting crude product was recrystallized from ethanol to obtain (S)-2-(4-bromobenzenesulfonylamino)-N-(3-ethoxycarbonylphenyl)-3-phenylpropanamide (812 mg). The reactants are COC(=O)C1(c2ccc(S(=O)(=O)Cl)cc2)CC1, CO, ClCCl, Cl, C1COCCO1, [Sn]. Product: COC(=O)C1(c2ccc(S)cc2)CC1. As a reaction SMILES: [CH3:1][O:2][C:3](=[O:4])[C:5]1([c:8]2[cH:9][cH:10][c:11]([S:14]([Cl:15])(=[O:16])=[O:17])[cH:12][cH:13]2)[CH2:6][CH2:7]1.[CH3:22][OH:23].[Cl:19][CH2:20][Cl:21].[ClH:24].[O:25]1[CH2:26][CH2:27][O:28][CH2:29][CH2:30]1.[Sn:18]>>[CH3:1][O:2][C:3](=[O:4])[C:5]1([c:8]2[cH:9][cH:10][c:11]([SH:14])[cH:12][cH:13]2)[CH2:6][CH2:7]1. Starting materials: [N+](=O)([O-])C1=CC=C(C=O)C=C1 (4-nitrobenzaldehyde), CCC(CC(CC)=O)=O (3,5-heptanedione). Yields the product [N+](=O)([O-])C1=CC=C(C=C1)C=C(C(CC)=O)C(CC)=O (4-[(4-Nitrophenyl)methylene]-3,5-heptanedione). Reaction SMILES: [N+:1]([C:4]1[CH:11]=[CH:10][C:7]([CH:8]=O)=[CH:6][CH:5]=1)([O-:3])=[O:2].[CH3:12][CH2:13][C:14](=[O:20])[CH2:15][C:16](=[O:19])[CH2:17][CH3:18]>>[N+:1]([C:4]1[CH:11]=[CH:10][C:7]([CH:8]=[C:15]([C:14](=[O:20])[CH2:13][CH3:12])[C:16](=[O:19])[CH2:17][CH3:18])=[CH:6][CH:5]=1)([O-:3])=[O:2]. Procedure: The procedure described in Example 1 was repeated by using 1.5 g of 4-nitrobenzaldehyde and 2.0 g of 3,5-heptanedione. Yield 1.7 g, yellow oil. Starting materials: ClC1=C(C=CC(=C1)Cl)C=1N=C(C(=NC1CC)N[C@H]1[C@H](CC2=CC=CC=C12)O)CC ((1R,2S)-1-{[5-(2,4-dichlorophenyl)-3,6-diethylpyrazin-2-yl]amino}-2,3-dihydro-1H-inden-2-ol), BrC=1N=C(C(=NC1CC)N[C@H]1[C@H](CC2=CC=CC=C12)CC)CC ((+/−)-5-bromo-3,6-diethyl-N-[cis-2-ethyl-2,3-dihydro-1H-inden-1-yl]pyrazin-2-amine). Product: ClC1=C(C=CC(=C1)Cl)C=1N=C(C(=NC1CC)N[C@H]1[C@H](CC2=CC=CC=C12)CC)CC ((+/−)-5-(2,4-dichlorophenyl)-3,6-diethyl-N-[cis-2-ethyl-2,3-dihydro-1H-inden-1-yl]pyrazin-2-amine). RXN SMILES: [Cl:1][C:2]1[CH:7]=[C:6]([Cl:8])[CH:5]=[CH:4][C:3]=1[C:9]1[N:10]=[C:11]([CH2:28][CH3:29])[C:12]([NH:17][C@@H:18]2[C:26]3[C:21](=[CH:22][CH:23]=[CH:24][CH:25]=3)[CH2:20][C@@H:19]2O)=[N:13][C:14]=1[CH2:15][CH3:16].Br[C:31]1N=C(CC)C(N[C@@H]2C3C(=CC=CC=3)C[C@@H]2CC)=N[C:36]=1CC>>[Cl:1][C:2]1[CH:7]=[C:6]([Cl:8])[CH:5]=[CH:4][C:3]=1[C:9]1[N:10]=[C:11]([CH2:28][CH3:29])[C:12]([NH:17][C@@H:18]2[C:26]3[C:21](=[CH:22][CH:23]=[CH:24][CH:25]=3)[CH2:20][C@@H:19]2[CH2:31][CH3:36])=[N:13][C:14]=1[CH2:15][CH3:16]. Procedure: Following the procedure for the preparation of (1R,2S)-1-{[5-(2,4-dichlorophenyl)-3,6-diethylpyrazin-2-yl]amino}-2,3-dihydro-1H-inden-2-ol but substituting (+/−)-5-bromo-3,6-diethyl-N-[cis-2-ethyl-2,3-dihydro-1H-inden-1-yl]pyrazin-2-amine and making non-critical variations provided the title compound as a light yellow semi-solid. IR (liq.) 3452, 2965, 2934, 2874, 1589, 1566, 1551, 1495, 1470, 1392, 1377, 1203, 1175, 1101, 752 cm−1; OAMS supporting ions at: ESI+ 439.8; HRMS (FAB) calcd for C25H27... Reactants: COC1OC(CC1)OC (2,5-dimethoxytetrahydrofuran), NC=1C=C(C=C(C(=O)OC)C1)C(=O)OC (dimethyl 5-aminoisophthalate). The solvent is C(C)(=O)O (acetic acid). Run at temperature 135 celsius, time 8 hour. Yields the product N1(C=CC=C1)C=1C=C(C=C(C(=O)OC)C1)C(=O)OC (dimethyl 5-(1H-pyrrol-1-yl)isophthalate). Isolated yield 23.2%. RXN SMILES: CO[CH:3]1[CH2:7][CH2:6][CH:5](OC)O1.[NH2:10][C:11]1[CH:12]=[C:13]([C:21]([O:23][CH3:24])=[O:22])[CH:14]=[C:15]([CH:20]=1)[C:16]([O:18][CH3:19])=[O:17]>C(O)(=O)C>[N:10]1([C:11]2[CH:20]=[C:15]([C:16]([O:18][CH3:19])=[O:17])[CH:14]=[C:13]([CH:12]=2)[C:21]([O:23][CH3:24])=[O:22])[CH:3]=[CH:7][CH:6]=[CH:5]1. Procedure: 2,5-dimethoxytetrahydrofuran (0.74 ml, 0.76 g, 5.74 mmol, 1.2 eq) was added to a stirred suspension of dimethyl 5-aminoisophthalate (1.0 g, 4.78 mmol, 1 eq) in 7 ml acetic acid under Ar. The mixture was heated to reflux at 135° C. After 45 min the reaction was cooled to RT, and the solvent was removed in vacuo. The residue was stirred in saturated aqueous NaHCO3/EtOAc overnight. The layers were separated. The organic layer was washed with saturated aqueous NaHCO3 (×1), water (×2), brine (×1), an... RXN SMILES: [CH2:28]1[O:29][CH2:30][CH2:31][CH2:32]1.[CH3:20][Si:21]([CH3:22])([CH3:23])[N:24]=[C:25]=[O:26].[Cl:1][c:2]1[cH:3][c:4]2[c:13]([cH:14][cH:15]1)[O:12][c:11]1[c:6]([cH:7][c:8]([CH:16]([CH3:17])[NH:18][OH:19])[cH:9][cH:10]1)[S:5]2.[OH2:27]>>[Cl:1][c:2]1[cH:3][c:4]2[c:13]([cH:14][cH:15]1)[O:12][c:11]1[c:6]([cH:7][c:8]([CH:16]([CH3:17])[N:18]([OH:19])[C:25]([NH2:24])=[O:26])[cH:9][cH:10]1)[S:5]2. Yields the product CC(c1ccc2c(c1)Sc1cc(Cl)ccc1O2)N(O)C(N)=O. Reactants: C1CCOC1, C[Si](C)(C)N=C=O, CC(NO)c1ccc2c(c1)Sc1cc(Cl)ccc1O2, O. Reactants: FC(C(=O)O)(F)F.FC(C(=O)O)(F)F.ClC=1C=NC=2NC=3C=CC=C(CCC4=C(C=CC(NC1N2)=C4)NC(=O)[C@H]4CNCC4)C3 ((3R)—N-[6-chloro-2,4,8,22-tetraazatetracyclo[14.3.1.1(3,7).1(9,13)]docosa-1(20),3(22),4,6,9(21),10,12,16,18-nonaen-12-yl]pyrrolidine-3-carboxamide bis(trifluoroacetate)), N(=C=O)CC (isocyanato-ethane). Product: FC(C(=O)O)(F)F.ClC=1C=NC=2NC=3C=CC=C(CCC4=C(C=CC(NC1N2)=C4)NC(=O)[C@H]4CN(CC4)C(=O)NCC)C3 ((3R)—N(3)-[6-Chloro-2,4,8,22-tetraazatetracyclo[14.3.1.1(3,7).1(9,13)]docosa-1(20),3(22),4,6,9(21),10,12,16,18-nonaen-12-yl]-N(1)-ethylpyrrolidine-1,3-dicarboxamide trifluoroacetate). Yield: 40.0%. Reaction SMILES: [F:1][C:2]([F:7])([F:6])[C:3]([OH:5])=[O:4].FC(F)(F)C(O)=O.[Cl:15][C:16]1[CH:17]=[N:18][C:19]2[NH:20][C:21]3[CH:22]=[CH:23][CH:24]=[C:25]([CH:45]=3)[CH2:26][CH2:27][C:28]3[CH:36]=[C:32]([NH:33][C:34]=1[N:35]=2)[CH:31]=[CH:30][C:29]=3[NH:37][C:38]([C@@H:40]1[CH2:44][CH2:43][NH:42][CH2:41]1)=[O:39].[N:46]([CH2:49][CH3:50])=[C:47]=[O:48]>>[F:1][C:2]([F:7])([F:6])[C:3]([OH:5])=[O:4].[Cl:15][C:16]1[CH:17]=[N:18][C:19]2[NH:20][C:21]3[CH:22]=[CH:23][CH:24]=[C:25]([CH:45]=3)[CH2:26][CH2:27][C:28]3[CH:36]=[C:32]([NH:33][C:34]=1[N:35]=2)[CH:31]=[CH:30][C:29]=3[NH:37][C:38]([C@@H:40]1[CH2:44][CH2:43][N:42]([C:47]([NH:46][CH2:49][CH3:50])=[O:48])[CH2:41]1)=[O:39] |f:0.1.2,4.5|. Reported procedure: The desired compound was prepared according to the procedure of Example A9, step H using (3R)—N-[6-chloro-2,4,8,22-tetraazatetracyclo[14.3.1.1(3,7).1(9,13)]docosa-1(20),3(22),4,6,9(21),10,12,16,18-nonaen-12-yl]pyrrolidine-3-carboxamide bis(trifluoroacetate) and isocyanato-ethane as starting materials in 40% yield. LCMS for C26H29ClN7O2 (M+H)+: m/z=506.2.